Dataset: the Open Reaction Database (ORD), a public repository of structured organic reaction records. Task: describe an organic reaction: reactants, conditions, products, and yield The reactants are C(CO)O (ethylene glycol), O.C1(=CC=C(C=C1)S(=O)(=O)O)C (p-toluenesulfonic acid monohydrate), FC=1C=CC(=NC1)C(=O)C1=NC2=CC=CC=C2C(=N1)NC1=NNC(=C1)C ((5-fluoropyridin-2-yl)(4-(5-methyl-1H-pyrazol-3-ylamino)quinazolin-2-yl)methanone). Run in C1(=CC=CC=C1)C (toluene). The product is FC=1C=CC(=NC1)C1(OCCO1)C1=NC2=CC=CC=C2C(=N1)NC1=NNC(=C1)C (2-(2-(5-fluoropyridin-2-yl)-1,3-dioxolan-2-yl)-N-(5-methyl-1H-pyrazol-3-yl)quinazolin-4-amine). Reaction SMILES: [F:1][C:2]1[CH:3]=[CH:4][C:5]([C:8]([C:10]2[N:19]=[C:18]([NH:20][C:21]3[CH:25]=[C:24]([CH3:26])[NH:23][N:22]=3)[C:17]3[C:12](=[CH:13][CH:14]=[CH:15][CH:16]=3)[N:11]=2)=[O:9])=[N:6][CH:7]=1.[CH2:27](O)[CH2:28][OH:29].O.C1(C)C=CC(S(O)(=O)=O)=CC=1>C1(C)C=CC=CC=1>[F:1][C:2]1[CH:3]=[CH:4][C:5]([C:8]2([C:10]3[N:19]=[C:18]([NH:20][C:21]4[CH:25]=[C:24]([CH3:26])[NH:23][N:22]=4)[C:17]4[C:12](=[CH:13][CH:14]=[CH:15][CH:16]=4)[N:11]=3)[O:29][CH2:28][CH2:27][O:9]2)=[N:6][CH:7]=1 |f:2.3|. Procedure: To a mixture of (5-fluoropyridin-2-yl)(4-(5-methyl-1H-pyrazol-3-ylamino)quinazolin-2-yl)methanone from Example 1 and toluene are added ethylene glycol 5 equiv) and p-toluenesulfonic acid monohydrate (0.2 equiv), and the mixture is heated at reflux while collecting water in a Dean-Stark trap. As needed, additional ethylene glycol and p-toluenesulfonic acid monohydrate are added and heating and water collection are continued to achieve substantially complete reaction After cooling to rt, the mixtu...